This data is from the Open Reaction Database (ORD), a public repository of structured organic reaction records. The task is: describe an organic reaction: reactants, conditions, products, and yield Starting materials: BrC1=C(C(=O)OC)C=CC(=C1)C(N)=O (methyl 2-bromo-4-carbamoylbenzoate), (CNCl)3. The solvent is CN(C)C=O (DMF). Run at time 3 hour. Product: BrC1=C(C(=O)OC)C=CC(=C1)C#N (methyl 2-bromo-4-cyanobenzoate). Isolated yield 90.6%. As a reaction SMILES: [Br:1][C:2]1[CH:11]=[C:10]([C:12](=O)[NH2:13])[CH:9]=[CH:8][C:3]=1[C:4]([O:6][CH3:7])=[O:5]>CN(C=O)C>[Br:1][C:2]1[CH:11]=[C:10]([C:12]#[N:13])[CH:9]=[CH:8][C:3]=1[C:4]([O:6][CH3:7])=[O:5]. Procedure: To a solution of methyl 2-bromo-4-carbamoylbenzoate (1.3 g, 5.06 mmol) in dry DMF (20 mL) was added (CNCl)3 (1.85 g, 10.12 mmol) at rt and then stirred at rt for 3 h. The reaction mixture was quenched with water and extracted with EA (100 mL×2). The combined organic layers were washed with brine, dried over Na2SO4, filtered and concentrated under reduced pressure to give crude methyl 2-bromo-4-cyanobenzoate as a white solid (1.1 g). It was used without further purification. 1H NMR (400 MHz, CDCl... Reactants: CC1(OB(OC1(C)C)C=1C=NNC1)C (4-(4,4,5,5-tetramethyl-[1,3,2]dioxaborolan-2-yl)-1H-pyrazole), CN1CCN(CC1)C1=CC=C(C=C1)NC=1C=2N(C(=CN1)C=1C=C(SC1)C(=O)N)N=CN2 (4-{8-[4-(4-Methyl-piperazin-1-yl)-phenylamino]-[1,2,4]triazolo[1,5-a]pyrazin-5-yl}-thiophene-2-carboxylic acid amide), BrC1=CN=C(C=2N1N=CN2)NC=2C=CC(=C(C(=O)N)C2)N2CCOCC2 (5-(5-bromo-[1,2,4]triazolo[1,5-a]pyrazin-8-ylamino)-2-morpholin-4-yl-benzamide). Reagents/catalysts: C=1C=CC(=CC1)[P](C=2C=CC=CC2)(C=3C=CC=CC3)[Pd]([P](C=4C=CC=CC4)(C=5C=CC=CC5)C=6C=CC=CC6)([P](C=7C=CC=CC7)(C=8C=CC=CC8)C=9C=CC=CC9)[P](C=1C=CC=CC1)(C=1C=CC=CC1)C=1C=CC=CC1 (Pd(PPh3)4). Run in C(=O)([O-])[O-].[K+].[K+] (K2CO3), O1CCOCC1 (dioxane). The product is N (NH3), N1N=CC(=C1)C1=CN=C(C=2N1N=CN2)NC=2C=CC(=C(C(=O)N)C2)N2CCOCC2 (5-(5-(1H-Pyrazol-4-yl)-[1, 2, 4]triazolo[1,5-a]pyrazin-8-ylamino)-2-morpholinobenzamide). Yield: 30.0%. Reaction SMILES: C[N:2]1CCN(C2C=CC(NC3C4[N:17]([N:29]=[CH:30]N=4)[C:18]([C:21]4C=C(C(N)=O)SC=4)=CN=3)=CC=2)CC1.Br[C:33]1[N:38]2[N:39]=[CH:40][N:41]=[C:37]2[C:36]([NH:42][C:43]2[CH:44]=[CH:45][C:46]([N:52]3[CH2:57][CH2:56][O:55][CH2:54][CH2:53]3)=[C:47]([CH:51]=2)[C:48]([NH2:50])=[O:49])=[N:35][CH:34]=1.CC1(C)C(C)(C)OB(C2C=NNC=2)O1>C([O-])([O-])=O.[K+].[K+].O1CCOCC1.C1C=CC([P]([Pd]([P](C2C=CC=CC=2)(C2C=CC=CC=2)C2C=CC=CC=2)([P](C2C=CC=CC=2)(C2C=CC=CC=2)C2C=CC=CC=2)[P](C2C=CC=CC=2)(C2C=CC=CC=2)C2C=CC=CC=2)(C2C=CC=CC=2)C2C=CC=CC=2)=CC=1>[NH3:2].[NH:17]1[CH:18]=[C:21]([C:33]2[N:38]3[N:39]=[CH:40][N:41]=[C:37]3[C:36]([NH:42][C:43]3[CH:44]=[CH:45][C:46]([N:52]4[CH2:53][CH2:54][O:55][CH2:56][CH2:57]4)=[C:47]([CH:51]=3)[C:48]([NH2:50])=[O:49])=[N:35][CH:34]=2)[CH:30]=[N:29]1 |f:3.4.5,^1:87,89,108,127|. Procedure details: This compound may be prepared using methods as described for Compound 6, step 4 using 5-(5-bromo-[1,2,4]triazolo[1,5-a]pyrazin-8-ylamino)-2-morpholin-4-yl-benzamide (140 mg, 0.33 mmol), 4-(4,4,5,5-tetramethyl-[1,3,2]dioxaborolan-2-yl)-1H-pyrazole (130 mg, 0.67 mmol) and Pd(PPh3)4 (96 mg, 0.083 mmol) in 1.5M K2CO3 (aq) (1.93 mL) and dioxane (3.44 mL). The crude material is purified by silica gel column chromatography eluting with DCM followed by 99:1 then 97:3 then 95:5 DCM:NH3 (7M in MeOH) to af... Reactants: NC=1C=CC(=C2CN(C(C12)=O)C)Br (7-amino-4-bromo-2-methyl-2,3-dihydro-1H-isoindol-1-one), O1C(CCCC1)OCCN1N=CC(=C1)B1OC(C(O1)(C)C)(C)C (1-[2-(Tetrahydro-pyran-2-yloxy)-ethyl]-4-(4,4,5,5-tetramethyl-[1,3,2]dioxaborolan-2-yl)-1H-pyrazole), ClCCl (dichloromethane), boronic ester, C([O-])([O-])=O.[K+].[K+] (Potassium carbonate), O (H2O). The reagents and catalysts are C1=CC=C(C=C1)P([C-]2C=CC=C2)C3=CC=CC=C3.C1=CC=C(C=C1)P([C-]2C=CC=C2)C3=CC=CC=C3.Cl[Pd]Cl.[Fe+2] ([1,1′-Bis(diphenylphosphino)ferrocene]dichloropalladium(II)), catalyst. Run in O1CCOCC1 (1,4-Dioxane). The product is NC=1C=CC(=C2CN(C(C12)=O)C)C=1C=NN(C1)CCOC1OCCCC1 (7-Amino-2-methyl-4-{1-[2-(tetrahydro-2H-pyran-2-yloxy)ethyl]-1H-pyrazol-4-yl}-2,3-dihydro-1H-isoindol-1-one). As a reaction SMILES: [NH2:1][C:2]1[CH:3]=[CH:4][C:5](Br)=[C:6]2[C:10]=1[C:9](=[O:11])[N:8]([CH3:12])[CH2:7]2.[O:14]1[CH2:19][CH2:18][CH2:17][CH2:16][CH:15]1[O:20][CH2:21][CH2:22][N:23]1[CH:27]=[C:26](B2OC(C)(C)C(C)(C)O2)[CH:25]=[N:24]1.ClCCl.C(=O)([O-])[O-].[K+].[K+].O>O1CCOCC1.C1C=CC(P(C2C=CC=CC=2)[C-]2C=CC=C2)=CC=1.C1C=CC(P(C2C=CC=CC=2)[C-]2C=CC=C2)=CC=1.Cl[Pd]Cl.[Fe+2]>[NH2:1][C:2]1[CH:3]=[CH:4][C:5]([C:26]2[CH:25]=[N:24][N:23]([CH2:22][CH2:21][O:20][CH:15]3[CH2:16][CH2:17][CH2:18][CH2:19][O:14]3)[CH:27]=2)=[C:6]2[C:10]=1[C:9](=[O:11])[N:8]([CH3:12])[CH2:7]2 |f:3.4.5,8.9.10.11|. Reported procedure: A mixture of [A] 7-amino-4-bromo-2-methyl-2,3-dihydro-1H-isoindol-1-one (1.0 g, 4.1 mmol), and 1-[2-(Tetrahydro-pyran-2-yloxy)-ethyl]-4-(4,4,5,5-tetramethyl-[1,3,2]dioxaborolan-2-yl)-1H-pyrazole [US 2007265272] (1.6 g, 5.0 mmol) and [1,1′-Bis(diphenylphosphino)ferrocene]dichloropalladium(II), complex with dichloromethane (1:1) (0.17 g, 0.21 mmol) in a microwave tube was taken up in 1,4-Dioxane (12 mL). The mixture was treated with a solution of Potassium carbonate (1.7 g, 12 mmol) in H2O (3.0 mL... The reactants are C([O-])([O-])=O.[Na+].[Na+] (sodium carbonate), FC1=C(C=CC(=C1)C=1C=C2C(=NC1)N(C=C2I)S(=O)(=O)C2=CC=C(C)C=C2)C2CCN(CC2)C(=O)OC(C)(C)C (tert-butyl 4-(2-fluoro-4-(3-iodo-1-tosyl-1H-pyrrolo[2,3-b]pyridin-5-yl)phenyl)piperidine-1-carboxylate), CC1(OB(OC1(C)C)C=1C=NN(C1)CC=1C=NC=CC1)C (3-((4-(4,4,5,5-tetramethyl-1,3,2-dioxaborolan-2-yl)-1H-pyrazol-1-yl)methyl)pyridine), FC1=C(C=CC(=C1)C=1C=C2C(=NC1)N(C=C2I)S(=O)(=O)C2=CC=C(C)C=C2)C2CCN(CC2)C(=O)OC(C)(C)C (tert-butyl 4-(2-fluoro-4-(3-iodo-1-tosyl-1H-pyrrolo[2,3-b]pyridin-5-yl)phenyl)piperidine-1-carboxylate), CC1(OB(OC1(C)C)C=1C=NN(C1)CC=1C=NC=CC1)C (3-((4-(4,4,5,5-tetramethyl-1,3,2-dioxaborolan-2-yl)-1H-pyrazol-1-yl)methyl)pyridine). Reagents/catalysts: C1=CC=C(C=C1)P([C-]2C=CC=C2)C3=CC=CC=C3.C1=CC=C(C=C1)P([C-]2C=CC=C2)C3=CC=CC=C3.Cl[Pd]Cl.[Fe+2] (Pd(dppf)Cl2). Run in C(C)#N.O (acetonitrile water). Yields the product N1=CC(=CC=C1)CN1N=CC(=C1)C1=CN(C2=NC=C(C=C21)C2=CC=C(C=C2)C2CCN(CC2)C(=O)OC(C)(C)C)S(=O)(=O)C2=CC=C(C)C=C2 (tert-butyl 4-(4-(3-(1-(pyridin-3-ylmethyl)-1H-pyrazol-4-yl)-1-tosyl-1H-pyrrolo[2,3-b]pyridin-5-yl)phenyl)piperidine-1-carboxylate). The yield is 71.6%. RXN SMILES: F[C:2]1[CH:7]=[C:6]([C:8]2[CH:9]=[C:10]3[C:16](I)=[CH:15][N:14]([S:18]([C:21]4[CH:27]=[CH:26][C:24]([CH3:25])=[CH:23][CH:22]=4)(=[O:20])=[O:19])[C:11]3=[N:12][CH:13]=2)[CH:5]=[CH:4][C:3]=1[CH:28]1[CH2:33][CH2:32][N:31]([C:34]([O:36][C:37]([CH3:40])([CH3:39])[CH3:38])=[O:35])[CH2:30][CH2:29]1.CC1(C)C(C)(C)OB([C:49]2[CH:50]=[N:51][N:52]([CH2:54][C:55]3[CH:56]=[N:57][CH:58]=[CH:59][CH:60]=3)[CH:53]=2)O1.C(=O)([O-])[O-].[Na+].[Na+]>C(#N)C.O.C1C=CC(P(C2C=CC=CC=2)[C-]2C=CC=C2)=CC=1.C1C=CC(P(C2C=CC=CC=2)[C-]2C=CC=C2)=CC=1.Cl[Pd]Cl.[Fe+2]>[N:57]1[CH:58]=[CH:59][CH:60]=[C:55]([CH2:54][N:52]2[CH:53]=[C:49]([C:16]3[C:10]4[C:11](=[N:12][CH:13]=[C:8]([C:6]5[CH:5]=[CH:4][C:3]([CH:28]6[CH2:33][CH2:32][N:31]([C:34]([O:36][C:37]([CH3:39])([CH3:38])[CH3:40])=[O:35])[CH2:30][CH2:29]6)=[CH:2][CH:7]=5)[CH:9]=4)[N:14]([S:18]([C:21]4[CH:22]=[CH:23][C:24]([CH3:25])=[CH:26][CH:27]=4)(=[O:19])=[O:20])[CH:15]=3)[CH:50]=[N:51]2)[CH:56]=1 |f:2.3.4,5.6,7.8.9.10|. Procedure details: Using similar reaction conditions as described in step-i of example-1, tert-butyl 4-(4-(3-iodo-1-tosyl-1H-pyrrolo[2,3-b]pyridin-5-yl)phenyl)piperidine-1-carboxylate (intermediate 67B) (200 mg, 0.304 mmol) was coupled with 3-((4-(4,4,5,5-tetramethyl-1,3,2-dioxaborolan-2-yl)-1H-pyrazol-1-yl)methyl)pyridine (intermediate 64) (104 mg, 0.364 mmol) using Pd(dppf)Cl2 (11 mg, 0.015 mol) and sodium carbonate (97 mg, 0.912 mmol) in acetonitrile/water (3/1 ml) to afford 150 mg (72.0% yield) of the titled c... Starting materials: C(C)(=O)OCC (ethyl acetate), CC12C(CCC1C1OCC3=CC(CCC3=C1CC2)=O)=O (13-methyl-1,8,11,12,13,14,15,16-octahydro-2H,6H-7-oxa-cyclopenta[a]phenanthrene-3,17-dione), C(CO)O (ethylene glycol), Cl.[NH+]1=CC=CC=C1 (pyridinium hydrochloride). Run in C1=CC=CC=C1 (benzene). Product: CC12C(C3OCC(C(=C3CC1)CCC1(OCCO1)C)=O)CCC2=O (3a-Methyl-6-[2-(2-methyl-[1,3]dioxolan-2-yl)-ethyl]-1,2,4,5,9a,9b-hexahydro-3aH-9-oxa-cyclopenta[a]naphthalene-3,7-dione). As a reaction SMILES: [CH3:1][C:2]12[CH2:18][CH2:17][C:16]3[CH:7]([O:8][CH2:9][C:10]4[C:15]=3[CH2:14][CH2:13][C:12](=[O:19])[CH:11]=4)[CH:6]1[CH2:5][CH2:4][C:3]2=[O:20].[CH2:21](O)[CH2:22][OH:23].Cl.[NH+]1C=CC=CC=1.C(OCC)(=[O:34])C>C1C=CC=CC=1>[CH3:1][C:2]12[C:3](=[O:20])[CH2:4][CH2:5][CH:6]1[CH:7]1[C:16]([CH2:17][CH2:18]2)=[C:15]([CH2:14][CH2:13][C:12]2([CH3:11])[O:23][CH2:22][CH2:21][O:19]2)[C:10](=[O:34])[CH2:9][O:8]1 |f:2.3|. Reported procedure: A solution of 13-methyl-1,8,11,12,13,14,15,16-octahydro-2H,6H-7-oxa-cyclopenta[a]phenanthrene-3,17-dione (1.55 g, 5.7 mmol), ethylene glycol (0.32 mL, 5.7 mmol) and pyridinium hydrochloride (0.66 g, 5.7 mmol) in benzene (28.5 mL) was refluxed with a Dean-Stark apparatus for 3 h. The reaction mixture was diluted with ethyl acetate (100 mL), washed with saturated sodium bisulfate solution, and dried with magnesium sulfate. Flash chromatography using 15% ethyl acetate in hexane yielded the title co...